Dataset: the Open Reaction Database (ORD), a public repository of structured organic reaction records. Task: describe an organic reaction: reactants, conditions, products, and yield Reactants: C(#N)C=1C=C(CN2C([C@H](CC2)NS(=O)(=O)C2=CC3=CC(=CC=C3C=C2)OC)=O)C=CC1 (7-methoxynaphthalene-2-sulfonic acid [1-(3-cyanobenzyl)-2-oxopyrrolidin-3-(S)-yl]amide), S1C(=CC=C1)CBr (thiophene-2-ylmethyl bromide). Yields the product C(#N)C=1C=C(CN2C([C@H](CC2)N(S(=O)(=O)C2=CC3=CC(=CC=C3C=C2)OC)CC=2SC=CC2)=O)C=CC1 (7-Methoxy-2-napthalenesulfonic acid [1-(3-cyanobenzyl)-2-oxopyrrolidin-3-(S)-yl](thiophene-2-ylmethyl)amide). As a reaction SMILES: [C:1]([C:3]1[CH:4]=[C:5]([CH:29]=[CH:30][CH:31]=1)[CH2:6][N:7]1[CH2:11][CH2:10][C@H:9]([NH:12][S:13]([C:16]2[CH:25]=[CH:24][C:23]3[C:18](=[CH:19][C:20]([O:26][CH3:27])=[CH:21][CH:22]=3)[CH:17]=2)(=[O:15])=[O:14])[C:8]1=[O:28])#[N:2].[S:32]1[CH:36]=[CH:35][CH:34]=[C:33]1[CH2:37]Br>>[C:1]([C:3]1[CH:4]=[C:5]([CH:29]=[CH:30][CH:31]=1)[CH2:6][N:7]1[CH2:11][CH2:10][C@H:9]([N:12]([CH2:37][C:33]2[S:32][CH:36]=[CH:35][CH:34]=2)[S:13]([C:16]2[CH:25]=[CH:24][C:23]3[C:18](=[CH:19][C:20]([O:26][CH3:27])=[CH:21][CH:22]=3)[CH:17]=2)(=[O:15])=[O:14])[C:8]1=[O:28])#[N:2]. Procedure details: The title compound is prepared as described in EXAMPLE 90, Part A using 7-methoxynaphthalene-2-sulfonic acid [1-(3-cyanobenzyl)-2-oxopyrrolidin-3-(S)-yl]amide (0.100 g, 0.23 mmol), prepared as described in EXAMPLE 43, part A, and thiophene-2-ylmethyl bromide (0.10 g, 0.56 mmol). The crude product is triturated with hexane/ether and used without further purification. Starting materials: CCO, Cl, O=C(NCCCOc1cccc(CN2CCCCC2)c1)Nc1cccc([N+](=O)[O-])c1, [Sn]. Yields the product Nc1cccc(NC(=O)NCCCOc2cccc(CN3CCCCC3)c2)c1. Reaction SMILES: [CH3:33][CH2:34][OH:35].[ClH:32].[N+:1]([O-:2])(=[O:3])[c:4]1[cH:5][c:6]([NH:10][C:11](=[O:12])[NH:13][CH2:14][CH2:15][CH2:16][O:17][c:18]2[cH:19][c:20]([CH2:24][N:25]3[CH2:26][CH2:27][CH2:28][CH2:29][CH2:30]3)[cH:21][cH:22][cH:23]2)[cH:7][cH:8][cH:9]1.[Sn:31]>>[NH2:1][c:4]1[cH:5][c:6]([NH:10][C:11](=[O:12])[NH:13][CH2:14][CH2:15][CH2:16][O:17][c:18]2[cH:19][c:20]([CH2:24][N:25]3[CH2:26][CH2:27][CH2:28][CH2:29][CH2:30]3)[cH:21][cH:22][cH:23]2)[cH:7][cH:8][cH:9]1.